This data is from the Open Reaction Database (ORD), a public repository of structured organic reaction records. The task is: describe an organic reaction: reactants, conditions, products, and yield Reactants: N1C(=CC2=CC=CC=C12)C(=O)O (indole-2-carboxylic acid), C(=O)(N1C=NC=C1)N1C=NC=C1 (1,1′-carbonyldiimidazole), O=C1O[C@H](CN1C1=CC(=C(C=C1)C1CCNCC1)F)CNC(C)=O ((S)-(−)-N-[[2-Oxo-3-[4-(4-piperidinyl)-3-fluorophenyl]-5-oxazolidinyl]methyl]acetamide). Run in O1CCCC1 (tetrahydrofuran), O1CCCC1 (tetrahydrofuran). Run at time 19 hour. Product: N1C(=CC2=CC=CC=C12)C(=O)N1CCC(CC1)C1=C(C=C(C=C1)N1C(O[C@H](C1)CNC(C)=O)=O)F ((S)-(−)-N-[[3-[4-[1-(Indole-2-carbonyl)-4-piperidinyl]-3-fluorophenyl]-2-oxo-5-oxazolidinyl]methyl]acetamide). Reaction SMILES: [NH:1]1[C:9]2[C:4](=[CH:5][CH:6]=[CH:7][CH:8]=2)[CH:3]=[C:2]1[C:10]([OH:12])=O.C(N1C=CN=C1)(N1C=CN=C1)=O.[O:25]=[C:26]1[N:30]([C:31]2[CH:36]=[CH:35][C:34]([CH:37]3[CH2:42][CH2:41][NH:40][CH2:39][CH2:38]3)=[C:33]([F:43])[CH:32]=2)[CH2:29][C@H:28]([CH2:44][NH:45][C:46](=[O:48])[CH3:47])[O:27]1>O1CCCC1>[NH:1]1[C:9]2[C:4](=[CH:5][CH:6]=[CH:7][CH:8]=2)[CH:3]=[C:2]1[C:10]([N:40]1[CH2:41][CH2:42][CH:37]([C:34]2[CH:35]=[CH:36][C:31]([N:30]3[CH2:29][C@H:28]([CH2:44][NH:45][C:46](=[O:48])[CH3:47])[O:27][C:26]3=[O:25])=[CH:32][C:33]=2[F:43])[CH2:38][CH2:39]1)=[O:12]. Procedure details: A solution of indole-2-carboxylic acid (79 mg) and 1,1′-carbonyldiimidazole (80 mg) in dry tetrahydrofuran (2.0 mL) is stirred at ambient temperature for one hour, and a solution of (S)-(−)-N-[[2-oxo-3-[4-(4-piperidinyl)-3-fluorophenyl]-5-oxazolidinyl]methyl]acetamide (EXAMPLE 20, 150 mg) in dry tetrahydrofuran (6.0 mL) is added. The mixture is then stirred at ambient temperature for 19 hours, concentrated under reduced pressure, diluted with methylene chloride (20 mL), washed with saturated aqu... The reactants are [Br-], [C-]#N, CC[Mg+], COC(=O)CCCC#CCI, C#CCC#CCC#CCOc1cccc(C)c1, C1CCOC1, O=S(=O)(O)O. Product: COC(=O)CCCC#CCC#CCC#CCC#CCOc1cccc(C)c1. Reaction SMILES: [Br-:1].[C-:22]#[N:23].[CH2:2]([Mg+:3])[CH3:4].[CH3:24][O:25][C:26]([CH2:27][CH2:28][CH2:29][C:30]#[C:31][CH2:32][I:33])=[O:34].[CH3:5][c:6]1[cH:7][c:8]([O:9][CH2:10][C:11]#[C:12][CH2:13][C:14]#[C:15][CH2:16][C:17]#[CH:18])[cH:19][cH:20][cH:21]1.[O:40]1[CH2:41][CH2:42][CH2:43][CH2:44]1.[S:35](=[O:36])(=[O:37])([OH:38])[OH:39]>>[CH3:5][c:6]1[cH:7][c:8]([O:9][CH2:10][C:11]#[C:12][CH2:13][C:14]#[C:15][CH2:16][C:17]#[C:18][CH2:32][C:31]#[C:30][CH2:29][CH2:28][CH2:27][C:26]([O:25][CH3:24])=[O:34])[cH:19][cH:20][cH:21]1. Reactants: ClC(=O)OCC (ethyl chloroformate), [OH-].[Na+] (sodium hydroxide), 94.6, Cl.C(C)(=N)N (acetamidine hydrochloride), C(Cl)Cl (methylene chloride). Run in O (water). The product is 93.4, C(C)OC(=O)NC(C)=N (N-ethoxycarbonylacetamidine). Isolated yield 72.0%. RXN SMILES: Cl[C:2]([O:4][CH2:5][CH3:6])=[O:3].[OH-].[Na+].Cl.[C:10]([NH2:13])(=[NH:12])[CH3:11].C(Cl)Cl>O>[CH2:5]([O:4][C:2]([NH:13][C:10](=[NH:12])[CH3:11])=[O:3])[CH3:6] |f:1.2,3.4|. Procedure details: 123 parts of ethyl chloroformate and 170.4 parts of 50% strength sodium hydroxide solution are added via two inlets to a mixture of 94.6 parts of acetamidine hydrochloride in 750 parts of methylene chloride and 250 parts of water, at from 10° to 15° C., in the course of 30 minutes, while stirring. After the mixture has been stirred at 25° C. for 15 minutes, the phases are separated. The aqueous phase is extracted with twice 100 parts of methylene chloride, and the solvent is removed from the org...